describe an organic reaction: reactants, conditions, products, and yield From a dataset of the Open Reaction Database (ORD), a public repository of structured organic reaction records. The reactants are C1CCOC1, CC(C)C(Nc1nc(-c2ccccc2)n[nH]1)C(=O)N1CCC(c2ccc(Cl)cc2)CC1. Yields the product CC(C)C(Nc1nc(-c2ccccc2)nn1C)C(=O)N1CCC(c2ccc(Cl)cc2)CC1. Reaction SMILES: [CH2:32]1[O:33][CH2:34][CH2:35][CH2:36]1.[Cl:1][c:2]1[cH:3][cH:4][c:5]([CH:8]2[CH2:9][CH2:10][N:11]([C:14]([CH:15]([CH:16]([CH3:17])[CH3:18])[NH:19][c:20]3[n:21][c:22](-[c:25]4[cH:26][cH:27][cH:28][cH:29][cH:30]4)[n:23][nH:24]3)=[O:31])[CH2:12][CH2:13]2)[cH:6][cH:7]1>>[Cl:1][c:2]1[cH:3][cH:4][c:5]([CH:8]2[CH2:9][CH2:10][N:11]([C:14]([CH:15]([CH:16]([CH3:17])[CH3:18])[NH:19][c:20]3[n:21][c:22](-[c:25]4[cH:26][cH:27][cH:28][cH:29][cH:30]4)[n:23][n:24]3[CH3:32])=[O:31])[CH2:12][CH2:13]2)[cH:6][cH:7]1. Reactants: Ru[(S,S)-Msdpen], C1(C=CCCCC1)=O (2-cycloheptenone), C(CC(=O)OC)(=O)OC (dimethyl malonate). The solvent is CC(C)(C)O (2-methyl-2-propanol). Run at temperature 30 celsius, time 72 hour. Product: COC(=O)C([C@H]1CC(CCCC1)=O)C(=O)OC ((R)-3-[bis(methoxycarbonyl)methyl]cycloheptanone). The yield is 74.7%. Reaction SMILES: [C:1]1(=[O:8])[CH2:7][CH2:6][CH2:5][CH2:4][CH:3]=[CH:2]1.[C:9]([O:16][CH3:17])(=[O:15])[CH2:10][C:11]([O:13][CH3:14])=[O:12]>CC(O)(C)C>[CH3:14][O:13][C:11]([CH:10]([C:9]([O:16][CH3:17])=[O:15])[C@@H:3]1[CH2:4][CH2:5][CH2:6][CH2:7][C:1](=[O:8])[CH2:2]1)=[O:12]. Reported procedure: Under an atmosphere of argon, 11.0 mg (0.02 mmol, S/C=100) of Ru[(S,S)-Msdpen] (hexamethylbenzene), 111 μL (1.0 mmol) of 2-cycloheptenone, 114 μL (1.0 mmol) of dimethyl malonate, and 1 mL of 2-methyl-2-propanol were placed in a 20 mL Schlenk tube and stirred at 30° C. for 72 hours. This solution was purified by flash column chromatography (hexane/acetone=90/10, SiO2) to give 181 mg (75% yield) of the title compound. The optical rotation [α]D27 was +45.2 (c 1.76, CHCl3). This was reacted with (2R... Starting materials: C(C)(=O)SC=1NC2=CC=CC=C2C1CC(=O)OCC (ethyl 2-(2-(acetylthio)-1H-indol-3-yl)acetate), [OH-].[K+] (potassium hydroxide), Cl (HCl), ClCC=1C=C(C=CC1)C[C@@H](C(=O)N(C)C1=CC=C(C=C1)OC)NC(OC(C)(C)C)=O ((5)-tert-butyl 3-(3-(chloromethyl)phenyl)-1-((4-methoxyphenyl)(methyl)amino)-1-oxopropan-2-ylcarbamate). The solvent is C(C)O (ethanol). Conditions: time 10 minute. The product is C(C)(C)(C)OC(=O)N[C@@H](CC=1C=C(CSC=2NC3=CC=CC=C3C2CC(=O)OCC)C=CC1)C(=O)N(C)C1=CC=C(C=C1)OC ((S)-ethyl 2-(2-(3-(2-(tert-butoxycarbonylamino)-3-((4-methoxyphenyl)(methyl)amino)-3-oxopropyl)benzylthio)-1H-indol-3-yl)acetate). Yield: 90.0%. Reaction SMILES: [C:1]([S:4][C:5]1[NH:6][C:7]2[C:12]([C:13]=1[CH2:14][C:15]([O:17][CH2:18][CH3:19])=[O:16])=[CH:11][CH:10]=[CH:9][CH:8]=2)(=O)[CH3:2].[OH-].[K+].Cl[CH2:23][C:24]1[CH:25]=[C:26]([CH2:30][C@H:31]([NH:44][C:45](=[O:51])[O:46][C:47]([CH3:50])([CH3:49])[CH3:48])[C:32]([N:34]([C:36]2[CH:41]=[CH:40][C:39]([O:42][CH3:43])=[CH:38][CH:37]=2)[CH3:35])=[O:33])[CH:27]=CC=1.Cl>C(O)C>[C:47]([O:46][C:45]([NH:44][C@H:31]([C:32]([N:34]([C:36]1[CH:37]=[CH:38][C:39]([O:42][CH3:43])=[CH:40][CH:41]=1)[CH3:35])=[O:33])[CH2:30][C:26]1[CH:27]=[C:2]([CH:23]=[CH:24][CH:25]=1)[CH2:1][S:4][C:5]1[NH:6][C:7]2[C:12]([C:13]=1[CH2:14][C:15]([O:17][CH2:18][CH3:19])=[O:16])=[CH:11][CH:10]=[CH:9][CH:8]=2)=[O:51])([CH3:49])([CH3:50])[CH3:48] |f:1.2|. Procedure: To a solution ethyl 2-(2-(acetylthio)-1H-indol-3-yl)acetate (380 mg, 1.4 mmol) in ethanol (5 ml) was added potassium hydroxide (84 mg, 1.5 mmol). After 10 minutes, (5)-tert-butyl 3-(3-(chloromethyl)phenyl)-1-((4-methoxyphenyl)(methyl)amino)-1-oxopropan-2-ylcarbamate (I-5, 605 mg, 1.4 mmol) was added to the solution. The reaction was stirred for 2 hours and then neutralized with 1N (aq) HCl and then extracted with EtOAc. The organic layer was dried over Na2SO4, filtered and concentrated. The crud...